Dataset: the Open Reaction Database (ORD), a public repository of structured organic reaction records. Task: describe an organic reaction: reactants, conditions, products, and yield Reactants: N1(C=NC=C1)C1=NS(C2=C(N1)C=CC(=C2)C(=O)O)(=O)=O (3-(Imidazol-1-yl)-4H-1,2,4-benzothiadiazine-7-carboxylic acid 1,1-dioxide), C(C)(C)N (isopropylamine). Yields the product C(C)(C)NC1=NS(C2=C(N1)C=CC(=C2)C(=O)O)(=O)=O (3-Isopropylamino-4H-1,2,4-benzothiadiazine-7-carboxylic acid 1,1-dioxide). As a reaction SMILES: [N:1]1([C:6]2[NH:11][C:10]3[CH:12]=[CH:13][C:14]([C:16]([OH:18])=[O:17])=[CH:15][C:9]=3[S:8](=[O:20])(=[O:19])[N:7]=2)[CH:5]=[CH:4]N=C1.[CH:21](N)(C)C>>[CH:5]([NH:1][C:6]1[NH:11][C:10]2[CH:12]=[CH:13][C:14]([C:16]([OH:18])=[O:17])=[CH:15][C:9]=2[S:8](=[O:20])(=[O:19])[N:7]=1)([CH3:4])[CH3:21]. Reported procedure: 3-(Imidazol-1-yl)-4H-1,2,4-benzothiadiazine-7-carboxylic acid 1,1-dioxide was treated with isopropylamine according to the general procedure Method A to give the title compound; m.p. >310° C.